This data is from the Open Reaction Database (ORD), a public repository of structured organic reaction records. The task is: describe an organic reaction: reactants, conditions, products, and yield Solvent: C(Cl)Cl (DCM). RXN SMILES: [C:1]([C:3]1[CH:8]=[CH:7][CH:6]=[CH:5][C:4]=1[C:9]1[CH:32]=[CH:31][C:12]2[N:13]([CH2:17][CH:18]3[CH2:23][CH2:22][N:21](C(OC(C)(C)C)=O)[CH2:20][CH2:19]3)[C:14](=[O:16])[S:15][C:11]=2[CH:10]=1)#[N:2].CO.Cl.CCOC(C)=O>C(Cl)Cl>[O:16]=[C:14]1[N:13]([CH2:17][CH:18]2[CH2:19][CH2:20][NH:21][CH2:22][CH2:23]2)[C:12]2[CH:31]=[CH:32][C:9]([C:4]3[CH:5]=[CH:6][CH:7]=[CH:8][C:3]=3[C:1]#[N:2])=[CH:10][C:11]=2[S:15]1. The reactants are CCOC(=O)C (EtOAc), C(#N)C1=C(C=CC=C1)C1=CC2=C(N(C(S2)=O)CC2CCN(CC2)C(=O)OC(C)(C)C)C=C1 (tert-butyl 4-{[6-(2-cyanophenyl)-2-oxo-1,3-benzothiazol-3(2H)-yl]methyl}piperidine-1-carboxylate), CO (MeOH), Cl (HCl). Product: O=C1SC2=C(N1CC1CCNCC1)C=CC(=C2)C2=C(C#N)C=CC=C2 (2-[2-oxo-3-(piperidin-4-ylmethyl)-2,3-dihydro-1,3-benzothiazol-6-yl]benzonitrile). Conditions: time 2 hour. Procedure: To a round bottom flask was added tert-butyl 4-{[6-(2-cyanophenyl)-2-oxo-1,3-benzothiazol-3(2H)-yl]methyl}piperidine-1-carboxylate (11-2) (0.242 g, 0.538 mmol), MeOH (2.5 mL), DCM (2.5 mL), and a sat'd solution of HCl in EtOAc (˜4N) (1.346 mL, 5.38 mmol). The reaction mixture was capped and permitted to stir for two hours then concentrated to give 2-[2-oxo-3-(piperidin-4-ylmethyl)-2,3-dihydro-1,3-benzothiazol-6-yl]benzonitrile (11-3) as a tan solid. HRMS (M+H)+: observed=350.1322, calculated=350... Reactants: BrC1=CC=CC(=N1)CO ((6-bromo-pyridin-2-yl)methanol), [Br-].[Li+] (lithium bromide), C([O-])(O)=O.[Na+] (sodium bicarbonate), C(C)(C)N(CC)C(C)C (diisopropylethylamine), CS(=O)(=O)OS(=O)(=O)C (methanesulfonic anhydride). The solvent is CN(C=O)C (N,N-dimethylformamide). Reaction conditions: time 20 minute. Yields the product BrC1=NC(=CC=C1)CBr (2-bromo-6-(bromomethyl)pyridine). RXN SMILES: [Br:1][C:2]1[N:7]=[C:6]([CH2:8]O)[CH:5]=[CH:4][CH:3]=1.C(N(C(C)C)CC)(C)C.CS(OS(C)(=O)=O)(=O)=O.[Br-:28].[Li+].C(=O)(O)[O-].[Na+]>CN(C)C=O>[Br:1][C:2]1[CH:3]=[CH:4][CH:5]=[C:6]([CH2:8][Br:28])[N:7]=1 |f:3.4,5.6|. Procedure: To a solution of 498 mg of (6-bromo-pyridin-2-yl)methanol in 6 ml of N,N-dimethylformamide were successively added 1.15 ml of diisopropylethylamine and a solution of 695 mg of methanesulfonic anhydride in 2 ml of N,N-dimethylfornamide under cooling with ice, followed by stirring the reaction mixture at room temperature for 20 minutes. Then 693 mg of lithium bromide was added to the solution, followed by stirring the reaction mixture at room temperature for 1 hour. After adding saturated aqueous ... The reactants are C(C1=CC=CC=C1)OC1=C(C=C(C=C1)C1=NC2=C(C=3C4=C(NC(C13)=O)C=C(C=C4)N4CCNCC4)C(=NN2CC2=CC=C(C=C2)OC)C)C(F)(F)F (5-(4-(benzyloxy)-3-(trifluoromethyl)phenyl)-3-(4-methoxybenzyl)-1-methyl-9-(piperazin-1-yl)-3H-benzo[f]pyrazolo[3,4-c][2,7]naphthyridin-6(7H)-one), C(C)(C)OC(C)C (diisopropyl ether), solution, Cl (hydrochloric acid), O1CCOCC1 (dioxane). Solvent: FC(C(=O)O)(F)F (trifluoroacetic acid). Conditions: time 3 hour. Yields the product Cl.OC1=C(C=C(C=C1)C1=NC2=C(C=3C4=C(NC(C13)=O)C=C(C=C4)N4CCNCC4)C(=NN2)C)C(F)(F)F (5-(4-hydroxy-3-(trifluoromethyl)phenyl)-1-methyl-9-(piperazin-1-yl)-3H-benzo[f]pyrazolo[3,4-c][2,7]naphthyridin-6(7H)-one hydrochloride). Isolated yield 36.0%. RXN SMILES: C([O:8][C:9]1[CH:14]=[CH:13][C:12]([C:15]2[C:24]3[C:23](=[O:25])[NH:22][C:21]4[CH:26]=[C:27]([N:30]5[CH2:35][CH2:34][NH:33][CH2:32][CH2:31]5)[CH:28]=[CH:29][C:20]=4[C:19]=3[C:18]3[C:36]([CH3:48])=[N:37][N:38](CC4C=CC(OC)=CC=4)[C:17]=3[N:16]=2)=[CH:11][C:10]=1[C:49]([F:52])([F:51])[F:50])C1C=CC=CC=1.C(OC(C)C)(C)C.[ClH:60].O1CCOCC1>FC(F)(F)C(O)=O>[ClH:60].[OH:8][C:9]1[CH:14]=[CH:13][C:12]([C:15]2[C:24]3[C:23](=[O:25])[NH:22][C:21]4[CH:26]=[C:27]([N:30]5[CH2:31][CH2:32][NH:33][CH2:34][CH2:35]5)[CH:28]=[CH:29][C:20]=4[C:19]=3[C:18]3[C:36]([CH3:48])=[N:37][NH:38][C:17]=3[N:16]=2)=[CH:11][C:10]=1[C:49]([F:52])([F:51])[F:50] |f:5.6|. Procedure details: A solution of 1.8 g (2.55 mmol) of 5-(4-(benzyloxy)-3-(trifluoromethyl)phenyl)-3-(4-methoxybenzyl)-1-methyl-9-(piperazin-1-yl)-3H-benzo[f]pyrazolo[3,4-c][2,7]naphthyridin-6(7H)-one dissolved in 25 ml of trifluoroacetic acid is carried at 70° C. for 3 hours. After returning to room temperature, 50 ml of diisopropyl ether is added until a stable precipitate appears; the latter is filtered and then taken up in water. Acidity is neutralized by the addition of 1 M soda. The solid is filtered again an... The reactants are FC1C=C(C=CC1(O)F)C1=CC=CC=C1 (3,4-difluoro-1,1′-biphenyl-4-ol), BrCCOC (1-bromo-2-methoxyethane), [I-].[K+] (potassium iodide), C([O-])([O-])=O.[K+].[K+] (potassium carbonate). Solvent: CC(CC)=O (butanone). The product is FC=1C=C(C=CC1F)C1=CC=C(C=C1)OCCOC (3,4-difluoro-4′-(2-methoxyethoxy)biphenyl). The yield is 23.4%. As a reaction SMILES: [F:1][CH:2]1[C:7]([F:9])(O)[CH:6]=[CH:5][C:4]([C:10]2[CH:15]=[CH:14][CH:13]=[CH:12][CH:11]=2)=[CH:3]1.Br[CH2:17][CH2:18][O:19][CH3:20].[I-].[K+].C(=O)([O-])[O-:24].[K+].[K+]>CC(=O)CC>[F:1][C:2]1[CH:3]=[C:4]([C:10]2[CH:15]=[CH:14][C:13]([O:24][CH2:17][CH2:18][O:19][CH3:20])=[CH:12][CH:11]=2)[CH:5]=[CH:6][C:7]=1[F:9] |f:2.3,4.5.6|. Reported procedure: A mixture of 3,4-difluoro-1,1′-biphenyl-4-ol (0.50 g, 2.43×10−3 mol) of 1-bromo-2-methoxyethane (0.34 g, 2.43×10−3 mol), potassium iodide (0.04 g, 2.43×10−4 mol), potassium carbonate (1.34 g, 9.72×10−3 mol) and butanone (20 cm3) was then heated overnight under reflux. The mixture was filtered to remove inorganic material and the filtrate evaporated down under reduced pressure. The crude product was purified by column chromatography on silica gel using dichloromethane as the eluent and recrystall... Reactants: CO, COC(=O)C1(O)CC(C)(C)NC(C)(C)C1, NN, O. Yields the product CC1(C)CC(O)(C(=O)NN)CC(C)(C)N1. RXN SMILES: [CH3:19][OH:20].[CH3:1][O:2][C:3](=[O:4])[C:5]1([OH:15])[CH2:6][C:7]([CH3:13])([CH3:14])[NH:8][C:9]([CH3:11])([CH3:12])[CH2:10]1.[NH2:17][NH2:18].[OH2:16]>>[O:2]=[C:3]([C:5]1([OH:15])[CH2:6][C:7]([CH3:13])([CH3:14])[NH:8][C:9]([CH3:11])([CH3:12])[CH2:10]1)[NH:17][NH2:18]. The reactants are COC(=O)CCCC1=CC=2N(C=C1)C=NC2 (7-(3-methoxycarbonylpropyl)-imidazo[1,5-a]pyridine), [OH-].[Na+] (NaOH). Solvent: CO (methanol). Conditions: time 5 hour. The product is C(=O)(O)CCCC1=CC=2N(C=C1)C=NC2 (7-(3-carboxypropyl)-imidazo[1,5-a]pyridine). RXN SMILES: C[O:2][C:3]([CH2:5][CH2:6][CH2:7][C:8]1[CH:13]=[CH:12][N:11]2[CH:14]=[N:15][CH:16]=[C:10]2[CH:9]=1)=[O:4].[OH-].[Na+]>CO>[C:3]([CH2:5][CH2:6][CH2:7][C:8]1[CH:13]=[CH:12][N:11]2[CH:14]=[N:15][CH:16]=[C:10]2[CH:9]=1)([OH:4])=[O:2] |f:1.2|. Reported procedure: 7-(3-methoxycarbonylpropyl)-imidazo[1,5-a]pyridine (Example 32, 8.0 mg) is dissolved in 0.3 ml of methanol and 0.1 ml of 1 N NaOH is added. The mixture is stirred at 25° for 5 hours, evaporated, and the residue is redissolved in 5 ml of water. The aqueous solution is washed with 2 ml of ethyl acetate, brought to pH=6 with 2 N sulfuric acid and extracted with methylene chloride (3×5 ml). The organic extracts are dried over sodium sulfate/magnesium sulfate and evaporated to yield 7-(3-carboxypropy... Starting materials: CCOC(=O)c1cccc(-c2ccccc2OC(F)(F)F)c1, CO, [Na+], [OH-]. The product is O=C(O)c1cccc(-c2ccccc2OC(F)(F)F)c1. RXN SMILES: [CH2:1]([CH3:2])[O:3][C:4]([c:5]1[cH:6][c:7](-[c:11]2[c:12]([O:17][C:18]([F:19])([F:20])[F:21])[cH:13][cH:14][cH:15][cH:16]2)[cH:8][cH:9][cH:10]1)=[O:22].[CH3:25][OH:26].[Na+:24].[OH-:23]>>[O:3]=[C:4]([c:5]1[cH:6][c:7](-[c:11]2[c:12]([O:17][C:18]([F:19])([F:20])[F:21])[cH:13][cH:14][cH:15][cH:16]2)[cH:8][cH:9][cH:10]1)[OH:22]. The reactants are CC[C@]12CN3CCC4=C([C@](C[C@H](C3)[C@H]1O2)(C5=C(C=C6C(=C5)[C@]78CCN9[C@H]7[C@@](C=CC9)([C@H]([C@@]([C@@H]8N6C=O)(C(=O)OC)O)OC(=O)C)CC)OC)C(=O)OC)NC1=CC=CC=C41 (formylleurosine), N1C=CC2=CC=CC=C12.N1CCC2=CC=CC=C12 (indole dihydroindole). Run in O1CCCC1 (tetrahydrofuran). Product: CC[C@]12CN3CCC=4C=5C=CC=CC5NC4[C@](C[C@H](C3)[C@H]1O2)(C=6C=C7C(=CC6OC)N([C@@H]8[C@]79CCN1[C@H]9[C@@](C=CC1)([C@H]([C@@]8(C(=O)OC)O)OC(=O)C)CC)C)C(=O)OC (leurosine). Reaction SMILES: [CH3:1][CH2:2][C@@:3]12[O:15][C@@H:14]1[C@H:12]1[CH2:13][N:5]([CH2:6][CH2:7][C:8]3[C:60]4[C:55](=[CH:56][CH:57]=[CH:58][CH:59]=4)[NH:54][C:9]=3[C@@:10]([C:50]([O:52][CH3:53])=[O:51])([C:16]3[CH:21]=[C:20]4[C@@:22]56[C@@H:33]([N:34]([CH:35]=O)[C:19]4=[CH:18][C:17]=3[O:48][CH3:49])[C@@:32]([OH:41])([C:37]([O:39][CH3:40])=[O:38])[C@H:31]([O:42][C:43]([CH3:45])=[O:44])[C@:27]3([CH2:46][CH3:47])[CH:28]=[CH:29][CH2:30][N:25]([C@H:26]53)[CH2:24][CH2:23]6)[CH2:11]1)[CH2:4]2.N1C2C(=CC=CC=2)C=C1.N1C2C(=CC=CC=2)CC1>O1CCCC1>[CH3:1][CH2:2][C@@:3]12[O:15][C@@H:14]1[C@H:12]1[CH2:13][N:5]([CH2:6][CH2:7][C:8]3[C:60]4[CH:59]=[CH:58][CH:57]=[CH:56][C:55]=4[NH:54][C:9]=3[C@@:10]([C:50]([O:52][CH3:53])=[O:51])([C:16]3[CH:21]=[C:20]4[C@:22]56[C@@H:26]7[C@:27]([CH2:46][CH3:47])([C@@H:31]([O:42][C:43]([CH3:45])=[O:44])[C@:32]([OH:41])([C:37]([O:39][CH3:40])=[O:38])[C@@H:33]5[N:34]([CH3:35])[C:19]4=[CH:18][C:17]=3[O:48][CH3:49])[CH:28]=[CH:29][CH2:30][N:25]7[CH2:24][CH2:23]6)[CH2:11]1)[CH2:4]2 |f:1.2|. Procedure details: A process for preparing VCR and formylleurosine which comprises oxidizing a tetrahydrofuran solution of the crude dimeric indole-dihydroindole alkaloids obtainable by extraction from the leaves of Vinca rosea in which VLB and leurosine are the predominant alkaloids with an aqueous chromate-sulfuric acid oxidizing solution at a temperature in the range about -80° C. to about -50° C. until substantially all the VLB and leurosine initially present are converted to vincristine and formylleurosine re...